Task: describe an organic reaction: reactants, conditions, products, and yield. Dataset: the Open Reaction Database (ORD), a public repository of structured organic reaction records The reactants are [Cl-].[Na+] (sodium chloride), [S-2].[Na+].[Na+] (sodium sulphide), Cl.Cl.C(C)N(C1=CC(=C(C=C1)N)CC)CC (N,N-Diethyl-m-ethyl-p-phenylenediamine dihydrochloride). The reagents and catalysts are [Fe](Cl)(Cl)Cl (iron (III) chloride), [Fe](Cl)(Cl)Cl (iron (III) chloride). Run in O (water). Reaction conditions: temperature 5 celsius, time 10 minute. The product is [Cl-].C(C)C(C)C=1[SH+]C(=CC=CC=CC1)CC (1,9-Diethyl Ethylthioninium chloride). The yield is 6.2%. As a reaction SMILES: [ClH:1].Cl.C(N(CC)[C:6]1[CH:11]=[CH:10][C:9](N)=[C:8]([CH2:13][CH3:14])[CH:7]=1)C.[S-2:17].[Na+].[Na+].[Cl-].[Na+]>O.[Fe](Cl)(Cl)Cl>[Cl-:1].[CH2:13]([CH:8]([C:9]1[SH+:17][C:11]([CH2:10][CH3:9])=[CH:6][CH:7]=[CH:8][CH:6]=[CH:11][CH:10]=1)[CH3:7])[CH3:14] |f:0.1.2,3.4.5,6.7,10.11|. Procedure: N,N-Diethyl-m-ethyl-p-phenylenediamine dihydrochloride (2 g, 7.5 mmol) was dissolved in water (75 cm3) and the solution adjusted to pH 1.6. The pink solution then had sodium sulphide (>60%) (1.35 g, 10.4 mmol) added portion-wise. To the suspension was added an aqueous solution of iron (III) chloride (4.22 g, 15.6 mmol in 35 cm3 of water) where there was an immediate colour change to purple. The solution was then aerated for 1 hour before a second portion of iron (III) chloride (4.22 g, 15.6 mmol...